The task is: describe an organic reaction: reactants, conditions, products, and yield. This data is from the Open Reaction Database (ORD), a public repository of structured organic reaction records. Starting materials: B, CSC, CO, C1CCOC1, Cc1c(C)c2c(c(C)c1O)C(C(=O)O)C(C)(C)O2. Product: Cc1c(C)c2c(c(C)c1O)C(CO)C(C)(C)O2. As a reaction SMILES: [BH3:22].[CH3:19][S:20][CH3:21].[CH3:23][OH:24].[O:25]1[CH2:26][CH2:27][CH2:28][CH2:29]1.[OH:1][c:2]1[c:3]([CH3:18])[c:4]([CH3:17])[c:5]2[c:6]([c:15]1[CH3:16])[CH:7]([C:12](=[O:13])[OH:14])[C:8]([CH3:10])([CH3:11])[O:9]2>>[OH:1][c:2]1[c:3]([CH3:18])[c:4]([CH3:17])[c:5]2[c:6]([c:15]1[CH3:16])[CH:7]([CH2:12][OH:13])[C:8]([CH3:10])([CH3:11])[O:9]2. Reactants: NC1=C(C=C(C(=N1)N1C=C(C(C2=CC(=C(C(=C12)Cl)F)F)=O)C(=O)O)F)F (1-(6-Amino-3,5-difluoropyridin-2-yl)-8-chloro-6,7-difluoro-1,4-dihydro-4-oxoquinoline-3-carboxylic acid), CN1CCCC1 (N-methylpyrrolidine), NC1=C(C=C(C(=N1)N1C=C(C(C2=CC(=C(C(=C12)Cl)F)F)=O)C(=O)O)F)F (1-(6-amino-3,5-difluoropyridin-2-yl)-8-chloro-6,7-difluoro-1,4-dihydro-4-oxoquinoline-3-carboxylic acid), C(C)(C)(C)OC(=O)N[C@@]12CNC[C@]2(CCC1)F ((1R,5S)-1-(tert-butoxycarbonylamino)-5-fluoro-3-azabicyclo[3.3.0]octane). Run in C(C)#N (acetonitrile). Reaction conditions: time 2.5 hour. Product: N[C@@]12CN(C[C@]2(CCC1)F)C1=C(C=C2C(C(=CN(C2=C1Cl)C1=NC(=C(C=C1F)F)N)C(=O)O)=O)F (7-[(1R,5S)-1-Amino-5-fluoro-3-azabicyclo[3.3.0]octan-3-yl]-1-(6-amino-3,5-difluoropyridin-2-yl)-1,4-dihydro-8-chloro-6-fluoro-4-oxoquinoline-3-carboxylic acid). Yield: 11.6%. Reaction SMILES: CN1CCCC1.[NH2:7][C:8]1[N:13]=[C:12]([N:14]2[C:23]3[C:18](=[CH:19][C:20]([F:26])=[C:21](F)[C:22]=3[Cl:24])[C:17](=[O:27])[C:16]([C:28]([OH:30])=[O:29])=[CH:15]2)[C:11]([F:31])=[CH:10][C:9]=1[F:32].C(OC([NH:40][C@@:41]12[CH2:48][CH2:47][CH2:46][C@:45]1([F:49])[CH2:44][NH:43][CH2:42]2)=O)(C)(C)C>C(#N)C>[NH2:40][C@@:41]12[CH2:48][CH2:47][CH2:46][C@:45]1([F:49])[CH2:44][N:43]([C:21]1[C:22]([Cl:24])=[C:23]3[C:18]([C:17](=[O:27])[C:16]([C:28]([OH:30])=[O:29])=[CH:15][N:14]3[C:12]3[C:11]([F:31])=[CH:10][C:9]([F:32])=[C:8]([NH2:7])[N:13]=3)=[CH:19][C:20]=1[F:26])[CH2:42]2. Reported procedure: N-methylpyrrolidine (0.246 mL, 2.37 mmol) and 1-(6-amino-3,5-difluoropyridin-2-yl)-8-chloro-6,7-difluoro-1,4-dihydro-4-oxoquinoline-3-carboxylic acid (306 mg, 0.79 mmol) were added to a solution of (1R,5S)-1-(tert-butoxycarbonylamino)-5-fluoro-3-azabicyclo[3.3.0]octane (193 mg, 0.79 mmol) in acetonitrile (10.0 mL), and the mixture was heated to reflux for 10 hours. 1-(6-Amino-3,5-difluoropyridin-2-yl)-8-chloro-6,7-difluoro-1,4-dihydro-4-oxoquinoline-3-carboxylic acid (92 mg, 0.24 mmol) was added... Starting materials: CCOC(C)=O, CCCCCC, CS(=O)(=O)OCC1CCCN(C(=O)C2(c3ccc(Cl)cc3)CCC2)C1, [N-]=[N+]=[N-], [Na+], CN(C)C=O. Yields the product [N-]=[N+]=NCC1CCCN(C(=O)C2(c3ccc(Cl)cc3)CCC2)C1. RXN SMILES: [C:30]([O:31][CH2:32][CH3:33])(=[O:34])[CH3:35].[CH3:36][CH2:37][CH2:38][CH2:39][CH2:40][CH3:41].[Cl:1][c:2]1[cH:3][cH:4][c:5]([C:8]2([C:12](=[O:13])[N:14]3[CH2:15][CH:16]([CH2:20][O:21][S:22]([CH3:23])(=[O:24])=[O:25])[CH2:17][CH2:18][CH2:19]3)[CH2:9][CH2:10][CH2:11]2)[cH:6][cH:7]1.[N-:26]=[N+:27]=[N-:28].[Na+:29].[O:42]=[CH:43][N:44]([CH3:45])[CH3:46]>>[Cl:1][c:2]1[cH:3][cH:4][c:5]([C:8]2([C:12](=[O:13])[N:14]3[CH2:15][CH:16]([CH2:20][N:26]=[N+:27]=[N-:28])[CH2:17][CH2:18][CH2:19]3)[CH2:9][CH2:10][CH2:11]2)[cH:6][cH:7]1. Reactants: C=1C=CC(=CC1)P(C=2C=CC=CC2)C3=CC=C4C=CC=CC4=C3C5=C6C=CC=CC6=CC=C5P(C=7C=CC=CC7)C=8C=CC=CC8 (BINAP), CC(C)([O-])C.[Na+] (sodium tert-butoxide), ClC1=NC=CC(=C1)C1=CC=C(C=C1)C(F)(F)F (2-chloro-4-(4-trifluoromethyl-phenyl)-pyridine), NC=1C=NC2=CC=CC=C2C1 (3-aminoquinoline). Reagents/catalysts: C(C)(=O)[O-].[Pd+2].C(C)(=O)[O-] (palladium acetate). The solvent is C1(=CC=CC=C1)C (toluene), CCOCC (ether). Reaction conditions: temperature 90 celsius. Yields the product N1=CC(=CC2=CC=CC=C12)NC1=NC=CC(=C1)C1=CC=C(C=C1)C(F)(F)F (Quinolin-3-yl-[4-(4-trifluoromethyl-phenyl)-pyridin-2-yl]-amine). RXN SMILES: Cl[C:2]1[CH:7]=[C:6]([C:8]2[CH:13]=[CH:12][C:11]([C:14]([F:17])([F:16])[F:15])=[CH:10][CH:9]=2)[CH:5]=[CH:4][N:3]=1.[NH2:18][C:19]1[CH:20]=[N:21][C:22]2[C:27]([CH:28]=1)=[CH:26][CH:25]=[CH:24][CH:23]=2.C1C=CC(P(C2C(C3C(P(C4C=CC=CC=4)C4C=CC=CC=4)=CC=C4C=3C=CC=C4)=C3C(C=CC=C3)=CC=2)C2C=CC=CC=2)=CC=1.CC(C)([O-])C.[Na+]>C([O-])(=O)C.[Pd+2].C([O-])(=O)C.CCOCC.C1(C)C=CC=CC=1>[N:21]1[C:22]2[C:27](=[CH:26][CH:25]=[CH:24][CH:23]=2)[CH:28]=[C:19]([NH:18][C:2]2[CH:7]=[C:6]([C:8]3[CH:13]=[CH:12][C:11]([C:14]([F:17])([F:16])[F:15])=[CH:10][CH:9]=3)[CH:5]=[CH:4][N:3]=2)[CH:20]=1 |f:3.4,5.6.7|. Procedure details: To an oven-dried 50 mL round-bottomed flask were added 2-chloro-4-(4-trifluoromethyl-phenyl)-pyridine (138 mg, 0.54 mmol) and 3-aminoquinoline (Aldrich Chemical Company) (93 mg, 0.64 mmol), followed by anhydrous toluene (45 mL). Nitrogen was bubbled through the above solution via a needle for 1 h. Then palladium acetate (Aldrich Chemical Company) (18 mg, 0.08 mmol) and BINAP (Aldrich Chemical Company) (50 mg, 0.08 mmol) were added to the reaction in one portion, followed by sodium tert-butoxide ... Starting materials: Cl.CN1CCC(CC1)=C1C2=C(CCC3=C1C=C(C=C3)C(=O)O)C=CC=C2 (1-methyl-4-(3-carboxy-10,11-dihydro-5H-dibenzo[a,d]cyclohepten-5-ylidene) piperidine hydrochloride), B(F)(F)F.CCOCC (boron trifluoride etherate). The solvent is C(C)O (ethanol), C(C)O (ethanol). The product is CN1CCC(CC1)=C1C2=C(CCC3=C1C=C(C=C3)C(=O)OCC)C=CC=C2 (1-methyl-4-(10,11-dihydro-3-ethoxycarbonyl-5H-dibenzo[a,d]cyclohepten-5-ylidene)piperidine). RXN SMILES: Cl.[CH3:2][N:3]1[CH2:8][CH2:7][C:6](=[C:9]2[C:15]3[CH:16]=[C:17]([C:20]([OH:22])=[O:21])[CH:18]=[CH:19][C:14]=3[CH2:13][CH2:12][C:11]3[CH:23]=[CH:24][CH:25]=[CH:26][C:10]2=3)[CH2:5][CH2:4]1.B(F)(F)F.[CH3:31][CH2:32]OCC>C(O)C>[CH3:2][N:3]1[CH2:8][CH2:7][C:6](=[C:9]2[C:15]3[CH:16]=[C:17]([C:20]([O:22][CH2:31][CH3:32])=[O:21])[CH:18]=[CH:19][C:14]=3[CH2:13][CH2:12][C:11]3[CH:23]=[CH:24][CH:25]=[CH:26][C:10]2=3)[CH2:5][CH2:4]1 |f:0.1,2.3|. Procedure details: A solution of 5.0 g 1-methyl-4-(3-carboxy-10,11-dihydro-5H-dibenzo[a,d]cyclohepten-5-ylidene) piperidine hydrochloride in 200 ml of absolute ethanol was treated with 5 ml of boron trifluoride etherate. After stirring and refluxing for 18 hours the ethanol was evaporated in vacuo and the residue was partitioned between saturated aqueous sodium carbonate solution and ether. The ether phase was separated, washed with 3×100 ml of water, dried over anhydrous magnesium sulfate, filtered and evaporated...